The task is: describe an organic reaction: reactants, conditions, products, and yield. This data is from the Open Reaction Database (ORD), a public repository of structured organic reaction records. Starting materials: C(C)OC(=O)C1=NN(C(=C1)C(=O)OCC)CC(=O)OC(C)(C)C (1-tert-butoxycarbonylmethyl-1H-pyrazole-3,5-dicarboxylic acid diethyl ester), Cl (HCl), [Li+].[OH-] (LiOH). The solvent is O1CCCC1 (tetrahydrofuran), O (water), C(C)(=O)OCC (ethyl acetate). Reaction conditions: temperature 0 celsius. Yields the product C(C)OC(=O)C1=NN(C(=C1)C(=O)O)CC(=O)OC(C)(C)C (1-tert-butoxycarbonylmethyl-1H-pyrazole-3,5-dicarboxylic acid 3-ethyl ester), C(C)OC(=O)C1=NN(C(=C1)C(=O)OCC)CC(=O)OC(C)(C)C (1-tert-butoxycarbonylmethyl-1H-pyrazole-3,5-dicarboxylic acid diethyl ester). Yield: 53.0%. As a reaction SMILES: [CH2:1]([O:3][C:4]([C:6]1[CH:10]=[C:9]([C:11]([O:13][CH2:14][CH3:15])=[O:12])[N:8]([CH2:16][C:17]([O:19][C:20]([CH3:23])([CH3:22])[CH3:21])=[O:18])[N:7]=1)=[O:5])[CH3:2].[Li+].[OH-].Cl>O1CCCC1.O.C(OCC)(=O)C>[CH2:1]([O:3][C:4]([C:6]1[CH:10]=[C:9]([C:11]([OH:13])=[O:12])[N:8]([CH2:16][C:17]([O:19][C:20]([CH3:21])([CH3:23])[CH3:22])=[O:18])[N:7]=1)=[O:5])[CH3:2].[CH2:1]([O:3][C:4]([C:6]1[CH:10]=[C:9]([C:11]([O:13][CH2:14][CH3:15])=[O:12])[N:8]([CH2:16][C:17]([O:19][C:20]([CH3:22])([CH3:21])[CH3:23])=[O:18])[N:7]=1)=[O:5])[CH3:2] |f:1.2|. Procedure: According to a related procedure (Lee, H. H.; Cain, B. F.; Denny, W. A.; Buckleton, J. S.; Clark, G. R. J. Org. Chem. 1989, 54, 428-431) a solution of 9.6 g (29.4 mmol) of pyrazole triester (2) in 250 mL of tetrahydrofuran and 50 mL of water was cooled to −10° C. and 30 mL (30 mmol) of a chilled 1M LiOH solution was added dropwise. The reaction mixture was slowly allowed to warm to 0° C., then was stirred at 0° C. for an additional hour. The mixture was then diluted with 600 mL of ethyl acetate ... Starting materials: COC([C@@H](NC(=O)C1=C(C=CC=C1CC)Cl)CC1=CC=C(C=C1)C=1C(N(C(N(C1C)C)=O)C)=O)=O (N-[(2-chloro-6-ethylphenyl)carbonyl]-4-(1,3,6-trimethyl-2,4-dioxo-5-pyrimidinyl)-L-phenylalanine methyl ester), [OH-].[Na+] (sodium hydroxide). Solvent: C(C)O (ethanol). Reaction conditions: time 3 hour. Yields the product ClC1=C(C(=CC=C1)CC)C(=O)N[C@@H](CC1=CC=C(C=C1)C=1C(N(C(N(C1C)C)=O)C)=O)C(=O)O (N-[(2-chloro-6-ethylphenyl)carbonyl]-4-(1,3,6-trimethyl-2,4-dioxo-5-pyrimidinyl)-L-phenylalanine). The yield is 86.4%. As a reaction SMILES: C[O:2][C:3](=[O:35])[C@H:4]([CH2:17][C:18]1[CH:23]=[CH:22][C:21]([C:24]2[C:25](=[O:34])[N:26]([CH3:33])[C:27](=[O:32])[N:28]([CH3:31])[C:29]=2[CH3:30])=[CH:20][CH:19]=1)[NH:5][C:6]([C:8]1[C:13]([CH2:14][CH3:15])=[CH:12][CH:11]=[CH:10][C:9]=1[Cl:16])=[O:7].[OH-].[Na+]>C(O)C>[Cl:16][C:9]1[CH:10]=[CH:11][CH:12]=[C:13]([CH2:14][CH3:15])[C:8]=1[C:6]([NH:5][C@H:4]([C:3]([OH:35])=[O:2])[CH2:17][C:18]1[CH:19]=[CH:20][C:21]([C:24]2[C:25](=[O:34])[N:26]([CH3:33])[C:27](=[O:32])[N:28]([CH3:31])[C:29]=2[CH3:30])=[CH:22][CH:23]=1)=[O:7] |f:1.2|. Reported procedure: To a suspension of N-[(2-chloro-6-ethylphenyl)carbonyl]-4-(1,3,6-trimethyl-2,4-dioxo-5-pyrimidinyl)-L-phenylalanine methyl ester (0.33 mmol, 164 mg) in ethanol (2 mL) was added aqueous 1.0 N sodium hydroxide (0.7 mL) at room temperature. The mixture was stirred for 3 h at room temperature. The ethanol was removed under reduced pressure and the residue was diluted with water (30 mL). The aqueous solution was washed with diethyl ether (30 mL) to remove any neutral impurities. The aqueous layer was... Reactants: C1=CC(=CC=C1N)F, CC1(C2=NC(=C(N2CCN1C(=O)CNC(=O)OC(C)(C)C)Br)C3=CC=C(C=C3)F)C. The reagents and catalysts are C(=O)([O-])[O-].[Cs+].[Cs+], CC1(C2=C(C(=CC=C2)P(C3=CC=CC=C3)C4=CC=CC=C4)OC5=C1C=CC=C5P(C6=CC=CC=C6)C7=CC=CC=C7)C, C1=CC=C(C=C1)/C=C/C(=O)/C=C/C2=CC=CC=C2.C1=CC=C(C=C1)/C=C/C(=O)/C=C/C2=CC=CC=C2.C1=CC=C(C=C1)/C=C/C(=O)/C=C/C2=CC=CC=C2.[Pd].[Pd]. The solvent is C1COCCO1. Run at temperature 120 celsius. The product is CC1(C2=NC(=C(N2CCN1C(=O)CNC(=O)OC(C)(C)C)NC3=CC=C(C=C3)F)C4=CC=C(C=C4)F)C. Isolated yield 83.3%. Procedure: In a microwave vial, cesium carbonate (135 mg, 0.42 mmol), 4-fluoroaniline (92 mg, 0.83 mmol), tris(dibenzylideneacetone)dipalladium(0) (19.02 mg, 0.02 mmol), Xantphos (24.04 mg, 0.04 mmol) and dry 1,4-dioxane (6 mL) were stirred for 5 minutes at room temperature. tert-butyl (2-(3-bromo-2-(4-fluorophenyl)-8,8-dimethyl-5,6-dihydroimidazo[1,2-a]pyrazin-7(8H)-yl)-2-oxoethyl)carbamate (200 mg, 0.42 mmol) was added to the reaction mixture after which the reaction mixture was degassed for 15 mins and ... Reactants: O (water), C(C1=CC=CC=C1)N1CCC(CC1)OCC(=O)OCC (N-Benzyl-4-(carbethoxymethoxy)-piperidine), [H-].[Al+3].[Li+].[H-].[H-].[H-] (lithium aluminum hydride). Solvent: O1CCCC1 (tetrahydrofuran), O1CCCC1 (tetrahydrofuran). The product is C(C1=CC=CC=C1)N1CCC(CC1)OCCO (N-Benzyl-4-(2'-hydroxyethoxy)-piperidine). RXN SMILES: [CH2:1]([N:8]1[CH2:13][CH2:12][CH:11]([O:14][CH2:15][C:16](OCC)=[O:17])[CH2:10][CH2:9]1)[C:2]1[CH:7]=[CH:6][CH:5]=[CH:4][CH:3]=1.[H-].[Al+3].[Li+].[H-].[H-].[H-].O>O1CCCC1>[CH2:1]([N:8]1[CH2:9][CH2:10][CH:11]([O:14][CH2:15][CH2:16][OH:17])[CH2:12][CH2:13]1)[C:2]1[CH:3]=[CH:4][CH:5]=[CH:6][CH:7]=1 |f:1.2.3.4.5.6|. Procedure: A solution of (A) (14 g) in tetrahydrofuran (50 ml) was added to a solution of lithium aluminum hydride (2 g) in tetrahydrofuran (100 ml) under stirring. The mixture was refluxed for 3 hours and finally hydrolyzed by careful addition of water. After removal of inorganic salts by filtration, the filtrate was concentrated to give (B) as a viscous oil. Run in C(Cl)Cl (DCM). Reaction conditions: temperature 70 celsius, time 4 hour. The product is FC1=CC2=C(NC(=N2)NC2=CC=C(C=C2)OC2=NC=CC=C2C2=NC(=NC=C2)SC)C=C1F (5,6-difluoro-N-(4-(3-(2-(methylthio)pyrimidin-4-yl)pyridin-2-yloxy)phenyl)-1H-benzo[d]imidazol-2-amine). Reaction SMILES: [N:1]([C:4]1[CH:24]=[CH:23][C:7]([O:8][C:9]2[C:14]([C:15]3[CH:20]=[CH:19][N:18]=[C:17]([S:21][CH3:22])[N:16]=3)=[CH:13][CH:12]=[CH:11][N:10]=2)=[CH:6][CH:5]=1)=[C:2]=S.C1CCC(N=C=NC2CCCCC2)CC1.[F:40][C:41]1[CH:42]=[C:43]([NH2:49])[C:44]([NH2:48])=[CH:45][C:46]=1[F:47].C1COCC1>C(Cl)Cl>[F:40][C:41]1[C:46]([F:47])=[CH:45][C:44]2[NH:48][C:2]([NH:1][C:4]3[CH:24]=[CH:23][C:7]([O:8][C:9]4[C:14]([C:15]5[CH:20]=[CH:19][N:18]=[C:17]([S:21][CH3:22])[N:16]=5)=[CH:13][CH:12]=[CH:11][N:10]=4)=[CH:6][CH:5]=3)=[N:49][C:43]=2[CH:42]=1. Reported procedure: A resealable pressure vial, under nitrogen, was charged with 4-(2-(4-isothiocyanatophenoxy)pyridin-3-yl)-2-(methylthio)pyrimidine (1.12 g, 3.18 mmol), PS-DCC (1.27 mmol/g polymer supported cyclohexyl carbodiimide) (7.50 g, 9.53 mmol), 4,5-difluorobenzene-1,2-diamine (0.69 g, 4.77 mmol), and THF (45 ml, 0.07 M). The vessel was sealed and the reaction mixture stirred at 70° C. for 4 h. The reaction mixture was cooled to RT, diluted with DCM, and filtered over celite. The filtrate was concentrated ... Starting materials: N(=C=S)C1=CC=C(OC2=NC=CC=C2C2=NC(=NC=C2)SC)C=C1 (4-(2-(4-isothiocyanatophenoxy)pyridin-3-yl)-2-(methylthio)pyrimidine), C1CCC(CC1)N=C=NC2CCCCC2 (DCC), FC=1C=C(C(=CC1F)N)N (4,5-difluorobenzene-1,2-diamine), C1CCOC1 (THF). The reactants are CCCBr, CN(C)P(=O)(N(C)C)N(C)C, [Na], O, CC(C(=O)O)c1ccc(C(=O)c2cccs2)cc1. Product: CCCOC(=O)C(C)c1ccc(C(=O)c2cccs2)cc1. Reaction SMILES: [Br:31][CH2:32][CH2:33][CH3:34].[CH3:20][N:21]([P:22]([N:23]([CH3:24])[CH3:25])([N:26]([CH3:27])[CH3:28])=[O:29])[CH3:30].[Na:19].[OH2:35].[c:1]1([C:6](=[O:7])[c:8]2[cH:9][cH:10][c:11]([CH:12]([C:13](=[O:14])[OH:15])[CH3:16])[cH:17][cH:18]2)[cH:2][cH:3][cH:4][s:5]1>>[c:1]1([C:6](=[O:7])[c:8]2[cH:9][cH:10][c:11]([CH:12]([C:13](=[O:14])[O:15][CH2:32][CH2:33][CH3:34])[CH3:16])[cH:17][cH:18]2)[cH:2][cH:3][cH:4][s:5]1. The reactants are C1(CC1)C(=O)N1CC(C(CC1)=O)C1=CC=CC=C1 (1-cyclopropylcarbonyl-3-phenyl-4-piperidone), [BH4-].[Na+] (sodium borohydride). The solvent is C(C)O (ethanol), C(C)O (ethanol). Product: C1(CC1)C(=O)N1C[C@H]([C@@H](CC1)O)C1=CC=CC=C1 (Trans-1-cyclopropylcarbonyl-3-phenyl-4-piperidinol). As a reaction SMILES: [CH:1]1([C:4]([N:6]2[CH2:11][CH2:10][C:9](=[O:12])[CH:8]([C:13]3[CH:18]=[CH:17][CH:16]=[CH:15][CH:14]=3)[CH2:7]2)=[O:5])[CH2:3][CH2:2]1.[BH4-].[Na+]>C(O)C>[CH:1]1([C:4]([N:6]2[CH2:11][CH2:10][C@@H:9]([OH:12])[C@H:8]([C:13]3[CH:14]=[CH:15][CH:16]=[CH:17][CH:18]=3)[CH2:7]2)=[O:5])[CH2:2][CH2:3]1 |f:1.2|. Reported procedure: A solution of 4.77 g 1-cyclopropylcarbonyl-3-phenyl-4-piperidone in 50 ml of absolute ethanol is cooled to 4° C. and treated dropwise under nitrogen with a solution of 0.74 g of sodium borohydride in 50 ml of absolute ethanol over a 10 minute period, keeping the pot temperature below 10° C. After the addition is complete, the bath is removed. The mixture is cooled while diluting with 100 ml of saturated sodium chloride solution and, after stirring for a few minutes the ethanol is removed in vacu... Reactants: Fc1ccc(Br)cn1, C1CCOC1, CO, CC(C)[Mg+], [Cl-], Cl, CON(C)C(=O)c1cc(Br)cnc1N. Product: Nc1ncc(Br)cc1C(=O)c1ccc(F)nc1. Reaction SMILES: [Br:1][c:2]1[cH:3][cH:4][c:5]([F:8])[n:6][cH:7]1.[CH2:31]1[O:32][CH2:33][CH2:34][CH2:35]1.[CH3:29][OH:30].[CH:10]([Mg+:11])([CH3:12])[CH3:13].[Cl-:9].[ClH:14].[NH2:15][c:16]1[c:17]([C:18](=[O:19])[N:20]([O:21][CH3:22])[CH3:23])[cH:24][c:25]([Br:28])[cH:26][n:27]1>>[c:2]1([C:18]([c:17]2[c:16]([NH2:15])[n:27][cH:26][c:25]([Br:28])[cH:24]2)=[O:19])[cH:3][cH:4][c:5]([F:8])[n:6][cH:7]1. The reactants are O(C1=CC=CC=C1)C1CN(CC1)C(=O)OC(C)(C)C (tert-Butyl 3-phenoxypyrrolidine-1-carboxylate), Cl (HCl). Run in ClCCl (dichloromethane), O1CCOCC1 (dioxane). Reaction conditions: time 1 hour. Yields the product Cl.O(C1=CC=CC=C1)C1CNCC1 (3-Phenoxypyrrolidine hydrochloride). Reaction SMILES: [O:1]([CH:8]1[CH2:12][CH2:11][N:10](C(OC(C)(C)C)=O)[CH2:9]1)[C:2]1[CH:7]=[CH:6][CH:5]=[CH:4][CH:3]=1.[ClH:20]>ClCCl.O1CCOCC1>[ClH:20].[O:1]([CH:8]1[CH2:12][CH2:11][NH:10][CH2:9]1)[C:2]1[CH:3]=[CH:4][CH:5]=[CH:6][CH:7]=1 |f:4.5|. Procedure details: To a cooled solution of tert-butyl 3-phenoxypyrrolidine-1-carboxylate (172 mg, 0.65 mmol; which may be prepared as described in Step 2) in dichloromethane (4.3 mL) was added dropwise HCl 4N in dioxane (3.2 mL). The solution was warmed to room temperature and stirred for 1 h. The solvent was evaporated under reduced pressure to give the title compound (135 mg, quantitative) as an orange oil.